Dataset: the Open Reaction Database (ORD), a public repository of structured organic reaction records. Task: describe an organic reaction: reactants, conditions, products, and yield Starting materials: c1ccc(CN2CCc3ccccc3C2CN2CCCC2)cc1, CCO. Yields the product c1ccc2c(c1)CCNC2CN1CCCC1. RXN SMILES: [CH2:1]([c:2]1[cH:3][cH:4][cH:5][cH:6][cH:7]1)[N:8]1[CH:9]([CH2:18][N:19]2[CH2:20][CH2:21][CH2:22][CH2:23]2)[c:10]2[cH:11][cH:12][cH:13][cH:14][c:15]2[CH2:16][CH2:17]1.[CH3:24][CH2:25][OH:26]>>[NH:8]1[CH:9]([CH2:18][N:19]2[CH2:20][CH2:21][CH2:22][CH2:23]2)[c:10]2[cH:11][cH:12][cH:13][cH:14][c:15]2[CH2:16][CH2:17]1. Starting materials: solid, BrC1=CC=C(C(=C1)NCC1=CC2=C(N=C(S2)SC)C=C1)N (5-bromo-N1-((2-(methylthio)benzo[d]thiazol-6-yl)methyl)benzene-1,2-diamine), BrC=1C=C(C(=CC1OC)NCC1=CC2=C(N=C(S2)SC)C=C1)N (4-bromo-5-methoxy-N1-((2-(methylthio)benzo[d]thiazol-6-yl)methyl)benzene-1,2-diamine). Yields the product BrC=1C=CC2=C(N(C=N2)CC2=CC3=C(N=C(S3)SC)C=C2)C1 (6-((6-Bromo-1H-benzo[d]imidazol-1-yl)methyl)-2-(methylthio)benzo[d]thiazole). As a reaction SMILES: [Br:1][C:2]1[CH:7]=[C:6]([NH:8][CH2:9][C:10]2[CH:20]=[CH:19][C:13]3[N:14]=[C:15]([S:17][CH3:18])[S:16][C:12]=3[CH:11]=2)[C:5]([NH2:21])=[CH:4][CH:3]=1.Br[C:23]1C=C(N)C(NCC2C=CC3N=C(SC)SC=3C=2)=CC=1OC>>[Br:1][C:2]1[CH:3]=[CH:4][C:5]2[N:21]=[CH:23][N:8]([CH2:9][C:10]3[CH:20]=[CH:19][C:13]4[N:14]=[C:15]([S:17][CH3:18])[S:16][C:12]=4[CH:11]=3)[C:6]=2[CH:7]=1. Procedure details: 6-((6-Bromo-1H-benzo[d]imidazol-1-yl)methyl)-2-(methylthio)benzo[d]thiazole was synthesized as a yellow solid (701 mg, 70%) using a procedure analogous to that described in Step 3 of Example 41, substituting 5-bromo-N1-((2-(methylthio)benzo[d]thiazol-6-yl)methyl)benzene-1,2-diamine from the previous step for 4-bromo-5-methoxy-N1-((2-(methylthio)benzo[d]thiazol-6-yl)methyl)benzene-1,2-diamine used in Example 41. LCMS (ESI) m/z 389, 391 (M+H)+. The reactants are CC(C#N)(O)C (acetone cyanohydrin), nitrile, CC(C)(CC(C)O)O (2-methyl-2,4-pentanediol). Run in OS(=O)(=O)O (H2SO4). Reaction conditions: time 1 hour. Yields the product OC(C)(C)C=1OC(CC(N1)(C)C)C (2-(2-hydroxyprop-2-yl)-4,4,6-trimethyl-5,6-dihydro-4H-1,3-oxazine). Yield: 26.0%. RXN SMILES: [CH3:1][C:2]([CH3:6])([OH:5])[C:3]#[N:4].[CH3:7][C:8](O)([CH2:10][CH:11]([OH:13])[CH3:12])[CH3:9]>OS(O)(=O)=O>[OH:5][C:2]([C:3]1[O:13][CH:11]([CH3:12])[CH2:10][C:8]([CH3:9])([CH3:7])[N:4]=1)([CH3:6])[CH3:1]. Procedure details: To a 250 ml 3-necked flask with a thermometer, a mechanical stirrer, and a 100 ml addition funnel attached was added 200 ml of concentrated H2SO4. The acid was cooled to 0°-5° C. with a dry-ice/acetone bath while 51 g (0.6 mole) of the acetone cyanohydrin was added at such a rate so as to maintain the temperature in the -10° to 10° C. range (Note--caution must be exercised in the initial stages of the addition since a vigorous exotherm occurs). After the addition of the nitrile, 59.0 g (0.5 mole... Reactants: CCOC(=O)C1=C(C)NC(C)=C(C(=O)OCC)C1c1ccccc1C(F)(F)F, CN(C)C=O, CC#N, [H-], [Na+], C1CCOC1. Yields the product CCOC(=O)C1=C(C)N(C(=O)OCC)C(C)=C(C(=O)OCC)C1c1ccccc1C(F)(F)F. Reaction SMILES: [C:3](=[O:4])([O:5][CH2:6][CH3:7])[C:8]1=[C:9]([CH3:30])[NH:10][C:11]([CH3:29])=[C:12]([C:24](=[O:25])[O:26][CH2:27][CH3:28])[CH:13]1[c:14]1[c:15]([C:20]([F:21])([F:22])[F:23])[cH:16][cH:17][cH:18][cH:19]1.[CH3:31][N:32]([CH3:33])[CH:35]=[O:34].[CH3:41][C:42]#[N:43].[H-:1].[Na+:2].[O:36]1[CH2:37][CH2:38][CH2:39][CH2:40]1>>[C:3](=[O:4])([O:5][CH2:6][CH3:7])[C:8]1=[C:9]([CH3:30])[N:10]([C:37](=[O:34])[O:36][CH2:40][CH3:39])[C:11]([CH3:29])=[C:12]([C:24](=[O:25])[O:26][CH2:27][CH3:28])[CH:13]1[c:14]1[c:15]([C:20]([F:21])([F:22])[F:23])[cH:16][cH:17][cH:18][cH:19]1. Starting materials: [H-].[Al+3].[Li+].[H-].[H-].[H-] (Lithium aluminium hydride), C(C)(C)(C)OC(NC[C@H]1OC(O[C@@H]1CSC)(C)C)=O (tert-butyl((4R,5S)-2,2-dimethyl-5-(methylthiomethyl)-1,3-dioxolan-4-yl)methylcarbamate). Run in O1CCCC1 (tetrahydrofuran). Conditions: time 30 minute. The product is CC1(O[C@@H]([C@H](O1)CNC)CSC)C (((4R,5S)-2,2-dimethyl-5-(methylthiomethyl)-1,3-dioxolan-4-yl)-N-methylmethanamine). Isolated yield 76.5%. RXN SMILES: [H-].[Al+3].[Li+].[H-].[H-].[H-].C(O[C:12](=O)[NH:13][CH2:14][C@@H:15]1[C@@H:19]([CH2:20][S:21][CH3:22])[O:18][C:17]([CH3:24])([CH3:23])[O:16]1)(C)(C)C>O1CCCC1>[CH3:23][C:17]1([CH3:24])[O:16][C@H:15]([CH2:14][NH:13][CH3:12])[C@@H:19]([CH2:20][S:21][CH3:22])[O:18]1 |f:0.1.2.3.4.5|. Reported procedure: Lithium aluminium hydride (3 ml, 2M in THF, 6.0 mmol) was added dropwise to a solution of tert-butyl((4R,5S)-2,2-dimethyl-5-(methylthiomethyl)-1,3-dioxolan-4-yl)methylcarbamate (620 mg, 2.1 mmol) in tetrahydrofuran (5 ml) and the resulting suspension heated to reflux and monitored by TLC. After 1 h at reflux the reaction appeared complete by TLC analysis therefore cool to ambient and quench with water (0.25 ml), 15% aq NaOH (0.25 ml), and water (0.75 ml) and stir the resulting white suspension f...